Dataset: the Open Reaction Database (ORD), a public repository of structured organic reaction records. Task: describe an organic reaction: reactants, conditions, products, and yield Reactants: Cc1ccccc1, COc1cccc2c1CCC2N, O=C(CCCO)c1nc(-c2ccccc2)c(-c2ccccc2)o1, Cc1ccc(S(=O)(=O)O)cc1. Yields the product COc1cccc2c1CCC2NC(CCCO)c1nc(-c2ccccc2)c(-c2ccccc2)o1. As a reaction SMILES: [CH3:47][c:48]1[cH:49][cH:50][cH:51][cH:52][cH:53]1.[NH2:1][CH:2]1[CH2:3][CH2:4][c:5]2[c:6]([O:11][CH3:12])[cH:7][cH:8][cH:9][c:10]21.[OH:13][CH2:14][CH2:15][CH2:16][C:17](=[O:18])[c:19]1[o:20][c:21](-[c:30]2[cH:31][cH:32][cH:33][cH:34][cH:35]2)[c:22](-[c:24]2[cH:25][cH:26][cH:27][cH:28][cH:29]2)[n:23]1.[c:36]1([CH3:37])[cH:38][cH:39][c:40]([S:41]([OH:42])(=[O:43])=[O:44])[cH:45][cH:46]1>>[NH:1]([CH:2]1[CH2:3][CH2:4][c:5]2[c:6]([O:11][CH3:12])[cH:7][cH:8][cH:9][c:10]21)[CH:17]([CH2:16][CH2:15][CH2:14][OH:13])[c:19]1[o:20][c:21](-[c:30]2[cH:31][cH:32][cH:33][cH:34][cH:35]2)[c:22](-[c:24]2[cH:25][cH:26][cH:27][cH:28][cH:29]2)[n:23]1. Starting materials: O=C([O-])[O-], CN(C)C=O, [Cl-], CC#CCOc1cc(Cl)ncn1, O=[N+]([O-])c1ccc(O)c(F)c1, [K+], [K+], [NH4+]. The product is CC#CCOc1cc(Oc2ccc([N+](=O)[O-])cc2F)ncn1. RXN SMILES: [C:13](=[O:14])([O-:15])[O-:16].[CH3:32][N:33]([CH3:34])[CH:35]=[O:36].[Cl-:30].[Cl:1][c:2]1[n:3][cH:4][n:5][c:6]([O:8][CH2:9][C:10]#[C:11][CH3:12])[cH:7]1.[F:19][c:20]1[c:21]([OH:29])[cH:22][cH:23][c:24]([N+:26](=[O:27])[O-:28])[cH:25]1.[K+:17].[K+:18].[NH4+:31]>>[c:2]1([O:29][c:21]2[c:20]([F:19])[cH:25][c:24]([N+:26](=[O:27])[O-:28])[cH:23][cH:22]2)[n:3][cH:4][n:5][c:6]([O:8][CH2:9][C:10]#[C:11][CH3:12])[cH:7]1.